This data is from the Open Reaction Database (ORD), a public repository of structured organic reaction records. The task is: describe an organic reaction: reactants, conditions, products, and yield The reactants are N1=CC(=CC=C1)C(C)O (1-(3-pyridyl)ethanol), CC1=C(O)C=C(C(=C1C)O)C (2,3,5-trimethylhydroquinone), FC(S(=O)(=O)O)(F)F (trifluoromethanesulfonic acid), ice water. The solvent is ClC(C)Cl (dichloroethane). Yields the product CC1=C(C(C(=C(C1=O)C)C)=O)C(C)C=1C=NC=CC1 (3,5,6-trimethyl-2-[1-(3-pyridyl)ethyl]-1,4-benzoquinone). Yield: 61.5%. As a reaction SMILES: [N:1]1[CH:6]=[CH:5][CH:4]=[C:3]([CH:7](O)[CH3:8])[CH:2]=1.[CH3:10][C:11]1[C:17]([CH3:18])=[C:16]([OH:19])[C:15]([CH3:20])=[CH:14][C:12]=1[OH:13].FC(F)(F)S(O)(=O)=O>ClC(Cl)C>[CH3:20][C:15]1[C:16](=[O:19])[C:17]([CH3:18])=[C:11]([CH3:10])[C:12](=[O:13])[C:14]=1[CH:7]([C:3]1[CH:2]=[N:1][CH:6]=[CH:5][CH:4]=1)[CH3:8]. Procedure: To a solution of 4.0 g (32.5 mmol) of 1-(3-pyridyl)ethanol in 25 ml of dichloroethane, 4.96 g (32.6 mmol) of 2,3,5-trimethylhydroquinone and 4.5 ml (50.9 mmol) of trifluoromethanesulfonic acid were added and refluxed by heating for 20 hours in argon atomosphere. After cooling, ice water was added, washed with ethyl acetate to eliminate neutral substances, and made weakly alkaline with a saturated solution of sodium hydrogen carbonate. The resultant substance was extracted with ethyl acetate, and... The reactants are ClCC1=CC=C(C=C1)NC(=O)C=1CCOC2=C(C1)C=C(C=C2)C2=CC=C(C=C2)C (N-(4-chloromethylphenyl)-7-(4-methyl-phenyl)-2,3-dihydro-1-benzoxepine-4-carboxamide), C(C1=CC=CC=C1)SCC1=CC=CC=C1.[Na] (sodium benzyl sulfide). Run in CN(C=O)C (dimethylformamide). Yields the product C(C1=CC=CC=C1)SCC1=CC=C(C=C1)NC(=O)C=1CCOC2=C(C1)C=C(C=C2)C2=CC=C(C=C2)C (N-(4-(benzylthiomethyl)-phenyl)-7-(4-methylphenyl)-2,3-dihydro-1-benzoxepine-4-carboxamide). The yield is 149.2%. Reaction SMILES: Cl[CH2:2][C:3]1[CH:8]=[CH:7][C:6]([NH:9][C:10]([C:12]2[CH2:13][CH2:14][O:15][C:16]3[CH:22]=[CH:21][C:20]([C:23]4[CH:28]=[CH:27][C:26]([CH3:29])=[CH:25][CH:24]=4)=[CH:19][C:17]=3[CH:18]=2)=[O:11])=[CH:5][CH:4]=1.[CH2:30]([S:37]CC1C=CC=CC=1)[C:31]1[CH:36]=[CH:35][CH:34]=[CH:33][CH:32]=1.[Na]>CN(C)C=O>[CH2:30]([S:37][CH2:2][C:3]1[CH:8]=[CH:7][C:6]([NH:9][C:10]([C:12]2[CH2:13][CH2:14][O:15][C:16]3[CH:22]=[CH:21][C:20]([C:23]4[CH:28]=[CH:27][C:26]([CH3:29])=[CH:25][CH:24]=4)=[CH:19][C:17]=3[CH:18]=2)=[O:11])=[CH:5][CH:4]=1)[C:31]1[CH:36]=[CH:35][CH:34]=[CH:33][CH:32]=1 |f:1.2,^1:44|. Procedure: A solution of N-(4-chloromethylphenyl)-7-(4-methyl-phenyl)-2,3-dihydro-1-benzoxepine-4-carboxamide (0.15g) and sodium benzyl sulfide (0.055g) in dimethylformamide (10ml) was stirred at room temperature over night. The solvent was evaporated, and to the residue was added water. The mixture was extracted with ethyl acetate. The organic layer was washed with water and saturated sodium chloride solution, and dried with anhydrous magnesium sulfate. Under reduced pressure, the solvent was evaporated t...